From a dataset of the Open Reaction Database (ORD), a public repository of structured organic reaction records. describe an organic reaction: reactants, conditions, products, and yield Reactants: C1CNCCN1, CO, O=Cc1cccnc1, N#C[K], O=P([O-])([O-])[O-], O. Product: N#CC(c1cccnc1)N1CCNCC1. Reaction SMILES: [CH2:9]1[CH2:10][NH:11][CH2:12][CH2:13][NH:14]1.[CH3:18][OH:19].[CH:1]([c:2]1[cH:3][n:4][cH:5][cH:6][cH:7]1)=[O:8].[K:15][C:16]#[N:17].[O-:21][P:22](=[O:23])([O-:24])[O-:25].[OH2:20]>>[CH:1]([c:2]1[cH:3][n:4][cH:5][cH:6][cH:7]1)([N:11]1[CH2:10][CH2:9][NH:14][CH2:13][CH2:12]1)[C:16]#[N:17]. Starting materials: CC(=O)OC(C)=O, Cc1cn(C2CC(O)C(CI)O2)c(=O)[nH]c1=O, c1ccncc1. Yields the product CC(=O)OC1CC(n2cc(C)c(=O)[nH]c2=O)OC1CI. RXN SMILES: [CH3:18][C:19](=[O:20])[O:21][C:22](=[O:23])[CH3:24].[I:1][CH2:2][CH:3]1[CH:4]([OH:17])[CH2:5][CH:6]([n:8]2[c:9](=[O:10])[nH:11][c:12](=[O:13])[c:14]([CH3:15])[cH:16]2)[O:7]1.[cH:25]1[cH:26][cH:27][n:28][cH:29][cH:30]1>>[I:1][CH2:2][CH:3]1[CH:4]([O:17][C:19]([CH3:18])=[O:20])[CH2:5][CH:6]([n:8]2[c:9](=[O:10])[nH:11][c:12](=[O:13])[c:14]([CH3:15])[cH:16]2)[O:7]1.